This data is from the Open Reaction Database (ORD), a public repository of structured organic reaction records. The task is: describe an organic reaction: reactants, conditions, products, and yield Reactants: COC=1C=C(C(=O)OC)C(=CC1OC)[N+](=O)[O-] (methyl 3,4-dimethoxy-6-nitro-benzoate). The reagents and catalysts are [Ni] (Raney nickel). Run in O1CCCC1 (tetrahydrofuran). Reaction conditions: time 20 minute. The product is COC=1C=C(C(=O)OC)C(=CC1OC)N (methyl 3,4-dimethoxy-6-aminobenzoate). The yield is 97.5%. Reaction SMILES: [CH3:1][O:2][C:3]1[CH:4]=[C:5]([C:10]([N+:15]([O-])=O)=[CH:11][C:12]=1[O:13][CH3:14])[C:6]([O:8][CH3:9])=[O:7]>[Ni].O1CCCC1>[CH3:1][O:2][C:3]1[CH:4]=[C:5]([C:10]([NH2:15])=[CH:11][C:12]=1[O:13][CH3:14])[C:6]([O:8][CH3:9])=[O:7]. Reported procedure: In an hydrogenating autoclave, there are placed 144 g of methyl 3,4-dimethoxy-6-nitro-benzoate, 300 ml of tetrahydrofuran and 3 coffee spoonfuls of Raney nickel. Hydrogenation occurs at about 35°C. In 20 minutes, the pressure drop is 80 kg. It is cooled, the nickel filtered, and the tetrahydrofuran removed under vacuum. There are obtained 123 g (97%) of methyl 3,4-dimethoxy-6-aminobenzoate. (m.p.: 130°C). Starting materials: C=CC(=O)OC(C)(C)C, O=C1CC2(C(=O)Nc3ccc(Cl)cc32)C(=O)N1Cc1ccccc1, [H-], [Na+], C1CCOC1, O. Product: CC(C)(C)OC(=O)CCN1C(=O)C2(CC(=O)N(Cc3ccccc3)C2=O)c2cc(Cl)ccc21. As a reaction SMILES: [C:27]([CH:28]=[CH2:29])(=[O:30])[O:31][C:32]([CH3:33])([CH3:34])[CH3:35].[CH2:3]([c:4]1[cH:5][cH:6][cH:7][cH:8][cH:9]1)[N:10]1[C:11](=[O:26])[C:12]2([C:13](=[O:22])[NH:14][c:15]3[cH:16][cH:17][c:18]([Cl:21])[cH:19][c:20]32)[CH2:23][C:24]1=[O:25].[H-:1].[Na+:2].[O:37]1[CH2:38][CH2:39][CH2:40][CH2:41]1.[OH2:36]>>[CH2:3]([c:4]1[cH:5][cH:6][cH:7][cH:8][cH:9]1)[N:10]1[C:11](=[O:26])[C:12]2([C:13](=[O:22])[N:14]([CH2:29][CH2:28][C:27](=[O:30])[O:31][C:32]([CH3:33])([CH3:34])[CH3:35])[c:15]3[cH:16][cH:17][c:18]([Cl:21])[cH:19][c:20]32)[CH2:23][C:24]1=[O:25]. The reactants are O (water), [OH-].[K+] (potassium hydroxide), C(C)[C@@H]1CC(N1C1=CC=C(C=C1)C(F)(F)F)=O ((R)-4-ethyl-1-[4-(trifluoromethyl)phenyl]-2-azetidinone). Solvent: CO (methanol), CO (methanol). Conditions: time 14 hour. Product: FC(C1=CC=C(C=C1)N[C@@H](CC(=O)O)CC)(F)F ((R)-3-[4-(trifluoromethyl)phenylamino]-pentanoic acid). Isolated yield 76.0%. As a reaction SMILES: [CH2:1]([C@H:3]1[N:6]([C:7]2[CH:12]=[CH:11][C:10]([C:13]([F:16])([F:15])[F:14])=[CH:9][CH:8]=2)[C:5](=[O:17])[CH2:4]1)[CH3:2].[OH2:18].[OH-].[K+]>CO>[F:14][C:13]([F:16])([F:15])[C:10]1[CH:11]=[CH:12][C:7]([NH:6][C@H:3]([CH2:1][CH3:2])[CH2:4][C:5]([OH:17])=[O:18])=[CH:8][CH:9]=1 |f:2.3|. Procedure details: 2.91 g (12.0 mmol) of (R)-4-ethyl-1-[4-(trifluoromethyl)phenyl]-2-azetidinone produced in Example 6 was dissolved in methanol (15 mL) and further mixed with water (10 mL) and potassium hydroxide (1.34 g, 23.9 mmol). The resulting solution was stirred at room temperature for 14 hours. On completion of the reaction, methanol was removed by distillation and toluene (10 mL) and water (5 mL) were added to separate the solution. The separated organic layer was further mixed with water (15.2 mL) and a ... Reactants: COC(=O)c1ccc(C#N)n1O, CO, O. As a reaction SMILES: [C:1](#[N:2])[c:3]1[cH:4][cH:5][c:6]([C:9](=[O:10])[O:11][CH3:12])[n:7]1[OH:8].[CH3:14][OH:15].[OH2:13]>>[C:1](#[N:2])[c:3]1[cH:4][cH:5][c:6]([C:9](=[O:10])[O:11][CH3:12])[nH:7]1. The product is COC(=O)c1ccc(C#N)[nH]1. Starting materials: ClCCl.CO (dichloromethane methanol), C(C)(C)(C)OC(=O)N1CCC(CC1)N1CCCCC(=C1)C(N(CC)CC)=O (4-(6-diethylcarbamoyl-2,3,4,5-tetrahydro-azepin-1-yl)-piperidine-1-carboxylic acid tert-butyl ester), C(C)(C)N(C(C)C)CC (N,N-diisopropylethylamine), C1=CC=CC2=CC3=CC=CC=C3C(=C12)C(=O)Cl (anthracene-9-carbonyl chloride), C1=CC=CC2=CC3=CC=CC=C3C(=C12)C(=O)Cl (anthracene-9-carbonyl chloride). Reagents/catalysts: [Pd] (palladium on carbon). Solvent: CO (methanol), ClCCl (dichloromethane). Conditions: temperature -78 celsius, time 3 hour. The product is C(C)N(C(=O)C1CN(CCCC1)C1CCN(CC1)C(=O)C=1C2=CC=CC=C2C=C2C=CC=CC12)CC (1-[1-(Anthracene-9-carbonyl)-piperidin-4-yl]-azepane-3-carboxylic acid diethylamide). The yield is 53.2%. RXN SMILES: C(O[C:6]([N:8]1[CH2:13][CH2:12][CH:11]([N:14]2[CH:20]=[C:19]([C:21](=[O:27])[N:22]([CH2:25][CH3:26])[CH2:23][CH3:24])[CH2:18][CH2:17][CH2:16][CH2:15]2)[CH2:10][CH2:9]1)=[O:7])(C)(C)C.C(N(CC)C(C)C)(C)C.[CH:37]1[C:50]2[C:41](=[CH:42][C:43]3[C:48]([C:49]=2C(Cl)=O)=[CH:47][CH:46]=[CH:45][CH:44]=3)[CH:40]=[CH:39][CH:38]=1.ClCCl.CO>CO.[Pd].ClCCl>[CH2:23]([N:22]([CH2:25][CH3:26])[C:21]([CH:19]1[CH2:18][CH2:17][CH2:16][CH2:15][N:14]([CH:11]2[CH2:10][CH2:9][N:8]([C:6]([C:42]3[C:43]4[C:48]([CH:49]=[C:50]5[C:41]=3[CH:40]=[CH:39][CH:38]=[CH:37]5)=[CH:47][CH:46]=[CH:45][CH:44]=4)=[O:7])[CH2:13][CH2:12]2)[CH2:20]1)=[O:27])[CH3:24] |f:3.4|. Reported procedure: 4-(6-diethylcarbamoyl-2,3,4,5-tetrahydro-azepin-1-yl)-piperidine-1-carboxylic acid tert-butyl ester (30 mg, 0.079 mmol) was dissolved in methanol (20 mL) and 10% palladium on carbon (10% w/w) (˜30 mg) added. The mixture was shaken under a hydrogen atmosphere (50 psi) for 3 h . The catalyst was removed by filtration through Celite® and the solvent evaporated under vacuum. The residue was dissolved in ethyl acetate (10 mL) under nitrogen, cooled to −78° C. and hydrogen chloride was passed in for a... The reactants are CC(/C(/C1=CC=C(C=C1)OCC1=CC(=CC=C1)C(F)(F)F)=N/OCC)=NOCC1=C(C=CC=C1)C(C(=O)OC)=NOC (methyl 2-[[[(1-methyl-2-(4-(3-trifluoromethylphenylmethoxy)-phenyl)-2-E-[ethoxyimino]ethylidene)amino]oxy]methyl]-α-(methoxyimino)-phenylacetate), solution, CN (methylamine). Run in C(C)O (ethanol). Run at time 4 day. Yields the product CNC(C(=NOC)C1=C(C=CC=C1)CON=C(/C(/C1=CC=C(C=C1)OCC1=CC(=CC=C1)C(F)(F)F)=N/OCC)C)=O (2-[[[(1-Methyl-2-(4-(3-trifluoromethylphenylmethoxy)-phenyl)-2-E-[ethoxyimino]ethylidene)amino]oxy]methyl]-α-(methoxyimino)-phenylacetic acid methylamide). RXN SMILES: [CH3:1][C:2](=[N:26][O:27][CH2:28][C:29]1[CH:34]=[CH:33][CH:32]=[CH:31][C:30]=1[C:35](=[N:40][O:41][CH3:42])[C:36](OC)=[O:37])/[C:3](=[N:22]/[O:23][CH2:24][CH3:25])/[C:4]1[CH:9]=[CH:8][C:7]([O:10][CH2:11][C:12]2[CH:17]=[CH:16][CH:15]=[C:14]([C:18]([F:21])([F:20])[F:19])[CH:13]=2)=[CH:6][CH:5]=1.[CH3:43][NH2:44]>C(O)C>[CH3:43][NH:44][C:36](=[O:37])[C:35]([C:30]1[CH:31]=[CH:32][CH:33]=[CH:34][C:29]=1[CH2:28][O:27][N:26]=[C:2]([CH3:1])/[C:3](=[N:22]/[O:23][CH2:24][CH3:25])/[C:4]1[CH:9]=[CH:8][C:7]([O:10][CH2:11][C:12]2[CH:17]=[CH:16][CH:15]=[C:14]([C:18]([F:20])([F:21])[F:19])[CH:13]=2)=[CH:6][CH:5]=1)=[N:40][O:41][CH3:42]. Procedure: A mixture of 6.8 g of methyl 2-[[[(1-methyl-2-(4-(3-trifluoromethylphenylmethoxy)-phenyl)-2-E-[ethoxyimino]ethylidene)amino]oxy]methyl]-α-(methoxyimino)-phenylacetate and 4.3 ml of an 8 molar solution of methylamine in ethanol is left to stand at room temperature for 4 days. The mixture is then evaporated in vacuo. The residue is taken up in methyl acetate and the solution is washed with water and saturated sodium chloride solution, dried over sodium sulfate and evaporated in vacuo. The residue ... Reactants: ClC=1C(=NC=NC1Cl)N (5,6-dichloropyrimidin-4-amine), NCC1CN(CC1)C(=O)OC(C)(C)C (tert-butyl 3-(aminomethyl)pyrrolidine-1-carboxylate), C(C1=CC=CC=C1)OC1=CC=C(C=C1)B(O)O ((4-(benzyloxy)phenyl)boronic acid), C(C=C)(=O)Cl (acryloyl chloride). Product: NC1=C(C(=NC=N1)NCC1CN(CC1)C(C=C)=O)C1=CC=C(C=C1)OCC1=CC=CC=C1 (1-(3-(((6-amino-5-(4-(benzyloxy)phenyl)pyrimidin-4-yl)amino)methyl)pyrrolidin-1-yl)prop-2-en-1-one). RXN SMILES: Cl[C:2]1[C:3]([NH2:9])=[N:4][CH:5]=[N:6][C:7]=1Cl.[NH2:10][CH2:11][CH:12]1[CH2:16][CH2:15][N:14]([C:17]([O:19]C(C)(C)C)=O)[CH2:13]1.[CH2:24]([O:31][C:32]1[CH:37]=[CH:36][C:35](B(O)O)=[CH:34][CH:33]=1)[C:25]1[CH:30]=[CH:29][CH:28]=[CH:27][CH:26]=1.[C:41](Cl)(=O)[CH:42]=C>>[NH2:9][C:3]1[N:4]=[CH:5][N:6]=[C:7]([NH:10][CH2:11][CH:12]2[CH2:16][CH2:15][N:14]([C:17](=[O:19])[CH:41]=[CH2:42])[CH2:13]2)[C:2]=1[C:35]1[CH:36]=[CH:37][C:32]([O:31][CH2:24][C:25]2[CH:30]=[CH:29][CH:28]=[CH:27][CH:26]=2)=[CH:33][CH:34]=1. Reported procedure: 1-(3-(((6-amino-5-(4-(benzyloxy)phenyl)pyrimidin-4-yl)amino)methyl)pyrrolidin-1-yl)prop-2-en-1-one was prepared from 5,6-dichloropyrimidin-4-amine, tert-butyl 3-(aminomethyl)pyrrolidine-1-carboxylate, (4-(benzyloxy)phenyl)boronic acid, and acryloyl chloride using methods B, C, D, and F. HPLC: 97%. MS: m/z=430 [M+H]+. The reactants are CC1=C(C=CC(=C1)F)NC1=NC2=C(C=CC=C2C(=N1)N(C)C1=CC=CC=C1)O (2-(2-Methyl-4-fluorophenylamino)-4-(N-methylphenylamino)-8-hydroxyquinazoline), [Na] (sodium), O1CCN(CC1)CCCCl (3-morpholinopropyl chloride). Run in C(C)O (ethanol), C1(=CC=CC=C1)C (toluene), C(C)O (ethanol). Reaction conditions: time 15 minute. The product is CC1=C(C=CC(=C1)F)NC1=NC2=C(C=CC=C2C(=N1)N(C)C1=CC=CC=C1)OCCCN1CCOCC1 (2-(2-Methyl-4-fluorophenylamino)-4-(N-methylphenylamino)-8-(3-morpholinopropoxy)quinazoline). The yield is 69.5%. RXN SMILES: [CH3:1][C:2]1[CH:7]=[C:6]([F:8])[CH:5]=[CH:4][C:3]=1[NH:9][C:10]1[N:19]=[C:18]([N:20]([C:22]2[CH:27]=[CH:26][CH:25]=[CH:24][CH:23]=2)[CH3:21])[C:17]2[C:12](=[C:13]([OH:28])[CH:14]=[CH:15][CH:16]=2)[N:11]=1.[Na].[O:30]1[CH2:35][CH2:34][N:33]([CH2:36][CH2:37][CH2:38]Cl)[CH2:32][CH2:31]1>C(O)C.C1(C)C=CC=CC=1>[CH3:1][C:2]1[CH:7]=[C:6]([F:8])[CH:5]=[CH:4][C:3]=1[NH:9][C:10]1[N:19]=[C:18]([N:20]([C:22]2[CH:23]=[CH:24][CH:25]=[CH:26][CH:27]=2)[CH3:21])[C:17]2[C:12](=[C:13]([O:28][CH2:38][CH2:37][CH2:36][N:33]3[CH2:34][CH2:35][O:30][CH2:31][CH2:32]3)[CH:14]=[CH:15][CH:16]=2)[N:11]=1 |^1:28|. Procedure: 2-(2-Methyl-4-fluorophenylamino)-4-(N-methylphenylamino)-8-hydroxyquinazoline (1.6 g, 4.3 mmol) was suspended in ethanol (25 ml) and to the stirred suspension was added a solution of sodium (0.1 g, 4.3 mmol) in ethanol (15 ml). Stirring was continued for 15 minutes and the mixture evaporated to dryness. The residue was dissolved in toluene (50 ml) and heated to reflux temperature. To this refluxing solution was added a freshly prepared solution of 3-morpholinopropyl chloride base (from 1.28 g, 6...